This data is from the Open Reaction Database (ORD), a public repository of structured organic reaction records. The task is: describe an organic reaction: reactants, conditions, products, and yield Starting materials: [OH-].[K+] (potassium hydroxide), N-(10,11-Oxidoundecyl)-2-piperidone, C1CCNC(=O)C1 (d-valerolactam), BrCCCCCCCCCC=C (1-bromo-10-undecene), O (Water). The reagents and catalysts are [Br-].C(CCC)[N+](CCCC)(CCCC)CCCC (tetrabutylammonium bromide). Solvent: O1CCCC1 (tetrahydrofuran), ClCCl (dichloromethane), O1CCCC1 (tetrahydrofuran). Conditions: time 6 hour. Product: C(CCCCCCCCC=C)N1C(CCCC1)=O (N-(10-Undecenyl)-2-piperidone). Isolated yield 45.8%. RXN SMILES: [OH-].[K+].[CH2:3]1[CH2:9][C:7](=[O:8])[NH:6][CH2:5][CH2:4]1.Br[CH2:11][CH2:12][CH2:13][CH2:14][CH2:15][CH2:16][CH2:17][CH2:18][CH2:19][CH:20]=[CH2:21].O>[Br-].C([N+](CCCC)(CCCC)CCCC)CCC.O1CCCC1.ClCCl>[CH2:21]([N:6]1[CH2:5][CH2:4][CH2:3][CH2:9][C:7]1=[O:8])[CH2:20][CH2:19][CH2:18][CH2:17][CH2:16][CH2:15][CH2:14][CH2:13][CH:12]=[CH2:11] |f:0.1,5.6|. Procedure: This example illustrates a synthesis of N-(10,11-Oxidoundecyl)-2-piperidone (inventive compound no. 1618). A mixture of potassium hydroxide (1.55 g, 25 mmol, pellets ground in mortar and pestle) and tetrabutylammonium bromide (1.61 g, 5.0 mmol) was stirred in dry tetrahydrofuran (10 mL). A solution of d-valerolactam (2.5 g, 25 mmol) and 1-bromo-10-undecene (Lancaster, 5.9 g, 25 mmol) in tetrahydrofuran (15 mL) was added by syringe pump over 1 hour. After stirring for a further 6 hours. Water (60... Yields the product COC(=O)c1ccc2cc(O)ccc2c1. The reactants are CO, CCOC(C)=O, COC(C)(C)OC, Cl, O=C(O)c1ccc2cc(O)ccc2c1. RXN SMILES: [CH3:16][OH:17].[CH3:18][CH2:19][O:20][C:21]([CH3:22])=[O:23].[CH3:24][O:25][C:26]([O:27][CH3:28])([CH3:29])[CH3:30].[ClH:15].[OH:1][c:2]1[cH:3][c:4]2[cH:5][cH:6][c:7]([C:12](=[O:13])[OH:14])[cH:8][c:9]2[cH:10][cH:11]1>>[OH:1][c:2]1[cH:3][c:4]2[cH:5][cH:6][c:7]([C:12]([O:13][CH3:18])=[O:14])[cH:8][c:9]2[cH:10][cH:11]1.